From a dataset of the Open Reaction Database (ORD), a public repository of structured organic reaction records. describe an organic reaction: reactants, conditions, products, and yield Reactants: CC(=O)[O-], CC(C)(C)OC(=O)N1CCC(ON)CC1, CCO, ClCCl, O=C1CCNCC1, [Na+]. The product is CC(C)(C)OC(=O)N1CCC(ON=C2CCNCC2)CC1. As a reaction SMILES: [C:23]([O-:24])(=[O:25])[CH3:26].[C:8]([CH3:9])([CH3:10])([CH3:11])[O:12][C:13](=[O:14])[N:15]1[CH2:16][CH2:17][CH:18]([O:21][NH2:22])[CH2:19][CH2:20]1.[CH3:28][CH2:29][OH:30].[Cl:31][CH2:32][Cl:33].[NH:1]1[CH2:2][CH2:3][C:4](=[O:7])[CH2:5][CH2:6]1.[Na+:27]>>[NH:1]1[CH2:2][CH2:3][C:4](=[N:22][O:21][CH:18]2[CH2:17][CH2:16][N:15]([C:13]([O:12][C:8]([CH3:9])([CH3:10])[CH3:11])=[O:14])[CH2:20][CH2:19]2)[CH2:5][CH2:6]1. Starting materials: CC(C)(OC(=O)N[C@@H](CC(=O)O)CC1=C(C=C(C(=C1)F)F)F)C ((3R)-3-[(1,1-dimethylethoxycarbonyl)amino]4-(2,4,5-trifluorophenyl)butanoic acid), C(CCl)Cl (EDC), CN1CCOCC1 (N-methylmorpholine), resultant suspension, Cl.FC(C=1N=CC2=C(N1)CNCC2)(F)F (2-(Trifluoromethyl)-5,6,7,8-tetrahydropyrido[3,4-d]pyrimidine, hydrochloride). Solvent: C(C)#N (acetonitrile). Reaction conditions: temperature 5 celsius, time 2 hour. The product is CC(C)(OC(=O)N[C@@H](CC(=O)N1CC=2N=C(N=CC2CC1)C(F)(F)F)CC1=C(C=C(C(=C1)F)F)F)C (7-[(3R)-3-[(1,1-Dimethylethoxycarbonyl)amino]-4-(2,4,5-trifluorophenyl)butanoyl]-2-(trifluoromethyl)-5,6,7,8-tetrahydropyrido[3,4-d]pyrimidine). Isolated yield 84.2%. RXN SMILES: [CH3:1][C:2]([CH3:23])([O:4][C:5]([NH:7][C@H:8]([CH2:13][C:14]1[CH:19]=[C:18]([F:20])[C:17]([F:21])=[CH:16][C:15]=1[F:22])[CH2:9][C:10]([OH:12])=O)=[O:6])[CH3:3].Cl.[F:25][C:26]([F:38])([F:37])[C:27]1[N:28]=[CH:29][C:30]2[CH2:36][CH2:35][NH:34][CH2:33][C:31]=2[N:32]=1.C(Cl)CCl.CN1CCOCC1>C(#N)C>[CH3:23][C:2]([CH3:1])([O:4][C:5]([NH:7][C@H:8]([CH2:13][C:14]1[CH:19]=[C:18]([F:20])[C:17]([F:21])=[CH:16][C:15]=1[F:22])[CH2:9][C:10]([N:34]1[CH2:35][CH2:36][C:30]2[CH:29]=[N:28][C:27]([C:26]([F:38])([F:25])[F:37])=[N:32][C:31]=2[CH2:33]1)=[O:12])=[O:6])[CH3:3] |f:1.2|. Procedure details: A 1-L round bottom flask was charged with 15.5 g (46.5 mmol) of (3R)-3-[(1,1-dimethylethoxycarbonyl)amino]4-(2,4,5-trifluorophenyl)butanoic acid and 160 mL of acetonitrile. To the resultant suspension was added 14.5 g (60.5 mmol) of amine hydrochloride from Step B. The mixture was cooled to 5° C. and 12 g (62.8 mmol) of EDC and 6.9 mL (62.8 mmol) of N-methylmorpholine were added. After 2 h, the reaction was judged to be complete by LC-MS analysis. The mixture was partitioned between 100 mL of wa...